From a dataset of the Open Reaction Database (ORD), a public repository of structured organic reaction records. describe an organic reaction: reactants, conditions, products, and yield Starting materials: CON=C(C)c1ccccc1I, O=S([O-])c1ccc2cc(-c3ccc(F)cc3)ccc2c1, [Na+]. The product is CON=C(C)c1ccccc1S(=O)(=O)c1ccc2cc(-c3ccc(F)cc3)ccc2c1. RXN SMILES: [CH3:1][O:2][N:3]=[C:4]([CH3:5])[c:6]1[c:7]([I:12])[cH:8][cH:9][cH:10][cH:11]1.[F:13][c:14]1[cH:15][cH:16][c:17](-[c:20]2[cH:21][c:22]3[cH:23][cH:24][c:25]([S:30](=[O:31])[O-:32])[cH:26][c:27]3[cH:28][cH:29]2)[cH:18][cH:19]1.[Na+:33]>>[CH3:1][O:2][N:3]=[C:4]([CH3:5])[c:6]1[c:7]([S:30]([c:25]2[cH:24][cH:23][c:22]3[cH:21][c:20](-[c:17]4[cH:16][cH:15][c:14]([F:13])[cH:19][cH:18]4)[cH:29][cH:28][c:27]3[cH:26]2)(=[O:31])=[O:32])[cH:8][cH:9][cH:10][cH:11]1. Reactants: [Cl-].[K+] (KCl), hydroxyapatite, Calomel, [OH-].[K+] (KOH), hydroxyapatite, [Cl-].[Cl-].[Ca+2] (CaCl2), OP(=O)(O)[O-].[K+] (KH2PO4), Cl (HCl). Solvent: O (water), O (water). Run at temperature 22 celsius, time 2 day. The product is P(=O)([O-])([O-])[O-].[Ca+2].P(=O)([O-])([O-])[O-].[Ca+2].[Ca+2] (calcium phosphate). Reaction SMILES: [Cl-].[K+].[Cl-].[Cl-].[Ca+2:5].[OH:6][P:7]([O-:10])([OH:9])=[O:8].[K+].Cl.[OH-].[K+]>O>[P:7]([O-:10])([O-:9])([O-:8])=[O:6].[Ca+2:5].[P:7]([O-:10])([O-:9])([O-:8])=[O:6].[Ca+2:5].[Ca+2:5] |f:0.1,2.3.4,5.6,8.9,11.12.13.14.15|. Procedure details: Combine in a suitable vessel, 2.1M KCl (35 mL), 0.0175M CaCl2 (5 mL), 0.01M KH2PO4 (50mL), and de-ionized water (350 mL). A standard pH electrode equipped with a Standard Calomel Reference electrode is inserted and the temperature adjusted to 37° C. while purging of the solution of oxygen. Once the temperature and pH are stabilized, a solution of the crystal growth inhibitor to be test is then added. A typical inhibitor test concentration is 1×10−6 M. The solution is titrated to pH 7.4 with 0.05... Run in O (water), C(C)(=O)OCC (ethyl acetate). Procedure: Predetermined amounts of 6-bromo-1-(toluene-4-sulfonyl)-1H-indole-2-carboxylic acid methyl ester (300 mg, 0.73 mmol), palladium acetate (16.5 mg, 0.07 mmol), bis(1,1-dimethylethyl)phenylphosphine (0.028 ml, 0.12 mmol), potassium cyclopropyl trifluoro borate (163 mg, 1.1 mmol), and cesium carbonate (718 mg, 2.2 mmol) were placed in a reaction container, and toluene (5 ml) and water (0.5 ml) were added thereto. The resulting mixture was then stirred at 100° C. for 14 hours. After cooling it to roo... RXN SMILES: [CH3:1][O:2][C:3]([C:5]1[N:6]([S:15]([C:18]2[CH:23]=[CH:22][C:21]([CH3:24])=[CH:20][CH:19]=2)(=[O:17])=[O:16])[C:7]2[C:12]([CH:13]=1)=[CH:11][CH:10]=[C:9](Br)[CH:8]=2)=[O:4].[CH3:25][C:26](P(C(C)(C)C)C1C=CC=CC=1)([CH3:28])C.C(=O)([O-])[O-].[Cs+].[Cs+].C1(C)C=CC=CC=1>C(OCC)(=O)C.C([O-])(=O)C.[Pd+2].C([O-])(=O)C.O>[CH3:1][O:2][C:3]([C:5]1[N:6]([S:15]([C:18]2[CH:23]=[CH:22][C:21]([CH3:24])=[CH:20][CH:19]=2)(=[O:17])=[O:16])[C:7]2[C:12]([CH:13]=1)=[CH:11][CH:10]=[C:9]([CH:28]1[CH2:26][CH2:25]1)[CH:8]=2)=[O:4] |f:2.3.4,7.8.9|. Run at temperature 100 celsius, time 14 hour. Starting materials: COC(=O)C=1N(C2=CC(=CC=C2C1)Br)S(=O)(=O)C1=CC=C(C=C1)C (6-bromo-1-(toluene-4-sulfonyl)-1H-indole-2-carboxylic acid methyl ester), C1(=CC=CC=C1)C (toluene), C([O-])([O-])=O.[Cs+].[Cs+] (cesium carbonate), CC(C)(C)P(C1=CC=CC=C1)C(C)(C)C (bis(1,1-dimethylethyl)phenylphosphine), potassium cyclopropyl trifluoro borate. The reagents and catalysts are C(C)(=O)[O-].[Pd+2].C(C)(=O)[O-] (palladium acetate). Product: COC(=O)C=1N(C2=CC(=CC=C2C1)C1CC1)S(=O)(=O)C1=CC=C(C=C1)C (6-cyclopropyl-1-(toluene-4-sulfonyl)-1H-indole-2-carboxylic acid methyl ester). Reactants: Cc1ccc(S(=O)(=O)OCC2C=Cc3ccccc3O2)cc1, CCO. Yields the product Cc1ccc(S(=O)(=O)OCC2CCc3ccccc3O2)cc1. RXN SMILES: [CH3:1][c:2]1[cH:3][cH:4][c:5]([S:8](=[O:9])(=[O:10])[O:11][CH2:12][CH:13]2[O:14][c:15]3[cH:16][cH:17][cH:18][cH:19][c:20]3[CH:21]=[CH:22]2)[cH:6][cH:7]1.[CH3:23][CH2:24][OH:25]>>[CH3:1][c:2]1[cH:3][cH:4][c:5]([S:8](=[O:9])(=[O:10])[O:11][CH2:12][CH:13]2[O:14][c:15]3[cH:16][cH:17][cH:18][cH:19][c:20]3[CH2:21][CH2:22]2)[cH:6][cH:7]1. The reactants are C(C)(=O)[O-].[Na+] (sodium acetate), C(C1=CC=CC=C1)=O (benzaldehyde), C(C)OC(C(\C=C(\CP(=O)(O)O)/C)N)=O (E-2-amino-4-methyl-5-phosphono-3- pentenoic acid ethyl ester), Cl (hydrochloric acid), Congo red, ice sodium chloride, C(C1=CC=CC=C1)=O (benzaldehyde), [BH4-].[Na+] (sodium borohydride). The solvent is O (water), C(C)O (ethanol), C(C)(=O)O (acetic acid). Reaction conditions: time 30 minute. Product: C(C)OC(C(\C=C(\CP(=O)(O)O)/C)NCC1=CC=CC=C1)=O (E-2-benzylamino-4-methyl-5-phosphono-3-pentenoic acid ethyl ester). As a reaction SMILES: C([O-])(=O)C.[Na+].[CH:6](=O)[C:7]1[CH:12]=[CH:11][CH:10]=[CH:9][CH:8]=1.[CH2:14]([O:16][C:17](=[O:28])[CH:18]([NH2:27])/[CH:19]=[C:20](\[CH3:26])/[CH2:21][P:22]([OH:25])([OH:24])=[O:23])[CH3:15].[BH4-].[Na+].Cl>O.C(O)C.C(O)(=O)C>[CH2:14]([O:16][C:17](=[O:28])[CH:18]([NH:27][CH2:6][C:7]1[CH:12]=[CH:11][CH:10]=[CH:9][CH:8]=1)/[CH:19]=[C:20](\[CH3:26])/[CH2:21][P:22]([OH:24])([OH:25])=[O:23])[CH3:15] |f:0.1,4.5|. Procedure details: 16 ml of glacial acetic acid, 5.90 g of sodium acetate (anhydrous) and 12.2ml of benzaldehyde are added to a solution of 5.69 g of E-2-amino-4-methyl-5-phosphono-3- pentenoic acid ethyl ester in 48 ml of water and 48 ml of ethanol. 15.70 g of sodium borohydride are added in approximately 70 portions within a period of one hour with intensive cooling with ice/sodium chloride, 4 ml of benzaldehyde being added after half the addition has taken place, after approximately 30 minutes. The temperature ... Starting materials: OC(C(=O)O)CCCCCC (2-Hydroxyoctanoic acid), CO.Cl (hydrogen chloride methanol). Run at time 1.5 hour. Product: OC(C(=O)OC)CCCCCC (methyl 2-hydroxyoctanoate). Reaction SMILES: [OH:1][CH:2]([CH2:6][CH2:7][CH2:8][CH2:9][CH2:10][CH3:11])[C:3]([OH:5])=[O:4].[CH3:12]O.Cl>>[OH:1][CH:2]([CH2:6][CH2:7][CH2:8][CH2:9][CH2:10][CH3:11])[C:3]([O:5][CH3:12])=[O:4] |f:1.2|. Procedure details: 2-Hydroxyoctanoic acid (1.0 g) was stirred in 10% hydrogen chloride methanol solution (20 ml) at room temperature. After 1.5 hours, the reaction mixture was evaporated under reduced pressure. The residue was partitioned between ethyl acetate and water. The organic layer was washed with aqueous NaHCO3 solution and dried over sodium sulfate. Evaporation of the solvent under reduced pressure gave methyl 2-hydroxyoctanoate (0.684 g) as a colorless oil. Starting materials: C([C@@H]1CO1)OC1=C(C(=CC=C1)Cl)Cl ((S)-2,3-di-chlorophenyl glycidyl ether), CC(CC1=CC=C(C=C1)OC)(C)N (1,1-dimethyl-2-(4-methoxyphenyl)ethylamine). Yields the product Cl.O[C@@H](CNC(CC1=CC=C(C=C1)OC)(C)C)COC1=C(C(=CC=C1)Cl)Cl ((S)-N-[2-Hydroxy-3-(2.3-dichlorophenoxy)propyl]-1,1-dimethyl-2-(4-methoxyphenyl)ethyl Amine Hydrochloride). Yield: 103.6%. As a reaction SMILES: [CH2:1]([O:5][C:6]1[CH:11]=[CH:10][CH:9]=[C:8]([Cl:12])[C:7]=1[Cl:13])[C@H:2]1[O:4][CH2:3]1.[CH3:14][C:15]([NH2:26])([CH3:25])[CH2:16][C:17]1[CH:22]=[CH:21][C:20]([O:23][CH3:24])=[CH:19][CH:18]=1>>[ClH:12].[OH:4][C@H:2]([CH2:1][O:5][C:6]1[CH:11]=[CH:10][CH:9]=[C:8]([Cl:12])[C:7]=1[Cl:13])[CH2:3][NH:26][C:15]([CH3:25])([CH3:14])[CH2:16][C:17]1[CH:22]=[CH:21][C:20]([O:23][CH3:24])=[CH:19][CH:18]=1 |f:2.3|. Procedure: Using the method of Example 6, supra, (S)-2,3-di-chlorophenyl glycidyl ether (0.84 g, 3.82 mmol) and 1,1-dimethyl-2-(4-methoxyphenyl)ethylamine (0.75 g, 4.18 mmol) were used to prepare 860 mg of the title compound as a white solid: Gc/EI-MS, m/z, (rel. int.) 382 (M-15, 0.1), 280 (10), 279 (9), 278 (63), 276 (100), 163 (11), 121 (28), 77 (7), 71 (21), 70 (23), 58 (10). Product: ClC1=C(C(=O)OC2=CC=C(C=C2)CCCCC)C=CC(=C1)OC(C1=CC=C(C=C1)CCCCC)=O (4-n-pentylphenyl 2-chloro-4-(4-pentylbenzoyloxy)benzoate). Reaction conditions: time 5 hour. Yield: 83.8%. Reactants: ClC1=C(C(=O)OC2=CC=C(C=C2)CCCCC)C=CC(=C1)O (4-pentylphenyl 2-chloro-4-hydroxybenzoate), C(CCCC)C1=CC=C(C(=O)Cl)C=C1 (p-pentylbenzoyl chloride), ice water. Reaction SMILES: [Cl:1][C:2]1[CH:21]=[C:20]([OH:22])[CH:19]=[CH:18][C:3]=1[C:4]([O:6][C:7]1[CH:12]=[CH:11][C:10]([CH2:13][CH2:14][CH2:15][CH2:16][CH3:17])=[CH:9][CH:8]=1)=[O:5].[CH2:23]([C:28]1[CH:36]=[CH:35][C:31]([C:32](Cl)=[O:33])=[CH:30][CH:29]=1)[CH2:24][CH2:25][CH2:26][CH3:27]>N1C=CC=CC=1>[Cl:1][C:2]1[CH:21]=[C:20]([O:22][C:32](=[O:33])[C:31]2[CH:35]=[CH:36][C:28]([CH2:23][CH2:24][CH2:25][CH2:26][CH3:27])=[CH:29][CH:30]=2)[CH:19]=[CH:18][C:3]=1[C:4]([O:6][C:7]1[CH:8]=[CH:9][C:10]([CH2:13][CH2:14][CH2:15][CH2:16][CH3:17])=[CH:11][CH:12]=1)=[O:5]. Reported procedure: A mixture of 4-pentylphenyl 2-chloro-4-hydroxybenzoate (0.0075 mole) prepared as in Example 1 and p-pentylbenzoyl chloride (0.0075 mole) in pyridine (35 ml.) is stirred at room temperature for 5 hours. The reaction mixture is then poured into ice-water. The product is filtered and washed with water to give 4-n-pentylphenyl 2-chloro-4-(4-pentylbenzoyloxy)benzoate (3.1 g., 84%), m.p. 38°-122°C. The analytical sample, m.p. 39°-122°C is obtained by chromatography on Florisil and crystallization from... Run in N1=CC=CC=C1 (pyridine).